Dataset: the Open Reaction Database (ORD), a public repository of structured organic reaction records. Task: describe an organic reaction: reactants, conditions, products, and yield Starting materials: N1=CC(=CC=C1)C(CC=1C(=NC=CC1)N(C=1C=NC=CC1)C)C=1C=NC=CC1 (3-(2,2-dipyridin-3-ylethyl)-N-methyl-N-pyridin-3-ylpyridin-2-amine), CC(C)([O-])C.[K+] (potassium tert-butoxide). Solvent: CS(=O)C.CC(C)(C)O (DMSO t-BuOH). Conditions: time 2 hour. Product: CN(C1=NC=CC=C1CC(O)(C=1C=NC=CC1)C=1C=NC=CC1)C=1C=NC=CC1 (2-{2-[methyl(pyridin-3-yl)amino]pyridin-3-yl}-1,1-dipyridin-3-ylethanol). Yield: 73.3%. Reaction SMILES: [N:1]1[CH:6]=[CH:5][CH:4]=[C:3]([CH:7]([C:23]2[CH:24]=[N:25][CH:26]=[CH:27][CH:28]=2)[CH2:8][C:9]2[C:10]([N:15]([CH3:22])[C:16]3[CH:17]=[N:18][CH:19]=[CH:20][CH:21]=3)=[N:11][CH:12]=[CH:13][CH:14]=2)[CH:2]=1.CC(C)([O-:32])C.[K+]>CS(C)=O.CC(O)(C)C>[CH3:22][N:15]([C:16]1[CH:17]=[N:18][CH:19]=[CH:20][CH:21]=1)[C:10]1[C:9]([CH2:8][C:7]([C:3]2[CH:2]=[N:1][CH:6]=[CH:5][CH:4]=2)([C:23]2[CH:24]=[N:25][CH:26]=[CH:27][CH:28]=2)[OH:32])=[CH:14][CH:13]=[CH:12][N:11]=1 |f:1.2,3.4|. Procedure details: To a solution of 3-(2,2-dipyridin-3-ylethyl)-N-methyl-N-pyridin-3-ylpyridin-2-amine (34 mg) in 1.2 mL of DMSO:t-BuOH (80:20) was added potassium tert-butoxide (21 mg). The reaction was stirred under an oxygen balloon at room temperature for 2 h, then quenched by adding 2 drops of water. Purification by reverse phase HPLC gave 26 mg of 2-{2-[methyl(pyridin-3-yl)amino]pyridin-3-yl}-1,1-dipyridin-3-ylethanol as a white solid. 1H NMR (500 MHz, CDCl3): δ 8.54 (d, J=1.9 Hz, 2H), 8.47 (dd, J=4.6, 1.7 H... The reactants are CC(C)Oc1ccc(-c2nc(-c3cccc4c(CCC(=O)OC(C)(C)C)c[nH]c34)no2)cc1C#N, CCOC(C)=O, [H-], CI, [Na+], CN(C)C=O. The product is CC(C)Oc1ccc(-c2nc(-c3cccc4c(CCC(=O)OC(C)(C)C)cn(C)c34)no2)cc1C#N. RXN SMILES: [C:3](#[N:4])[c:5]1[cH:6][c:7](-[c:15]2[n:16][c:17](-[c:20]3[cH:21][cH:22][cH:23][c:24]4[c:25]([CH2:29][CH2:30][C:31](=[O:32])[O:33][C:34]([CH3:35])([CH3:36])[CH3:37])[cH:26][nH:27][c:28]34)[n:18][o:19]2)[cH:8][cH:9][c:10]1[O:11][CH:12]([CH3:13])[CH3:14].[CH3:40][CH2:41][O:42][C:43]([CH3:44])=[O:45].[H-:1].[I:38][CH3:39].[Na+:2].[O:46]=[CH:47][N:48]([CH3:49])[CH3:50]>>[C:3](#[N:4])[c:5]1[cH:6][c:7](-[c:15]2[n:16][c:17](-[c:20]3[cH:21][cH:22][cH:23][c:24]4[c:25]([CH2:29][CH2:30][C:31](=[O:32])[O:33][C:34]([CH3:35])([CH3:36])[CH3:37])[cH:26][n:27]([CH3:40])[c:28]34)[n:18][o:19]2)[cH:8][cH:9][c:10]1[O:11][CH:12]([CH3:13])[CH3:14].